Dataset: the Open Reaction Database (ORD), a public repository of structured organic reaction records. Task: describe an organic reaction: reactants, conditions, products, and yield Starting materials: O1C=C(C=C1)B(O)O (3-furanylboronic acid), N1(C=NC=C1)CC=1C=CC(=NC1)Br (5-Imidazol-1-ylmethyl-2-bromopyridine). Yields the product O1C=C(C=C1)C1=NC=C(C=C1)CN1C=NC=C1 (2-Furan-3-yl-5-imidazol-1-ylmethyl-pyridine). RXN SMILES: [O:1]1[CH:5]=[CH:4][C:3](B(O)O)=[CH:2]1.[N:9]1([CH2:14][C:15]2[CH:16]=[CH:17][C:18](Br)=[N:19][CH:20]=2)[CH:13]=[CH:12][N:11]=[CH:10]1>>[O:1]1[CH:5]=[CH:4][C:3]([C:18]2[CH:17]=[CH:16][C:15]([CH2:14][N:9]3[CH:13]=[CH:12][N:11]=[CH:10]3)=[CH:20][N:19]=2)=[CH:2]1. Reported procedure: Synthesized using 3-furanylboronic acid (188 mg, 1.68 mmol) and 1a (200 mg, 0.84 mmol) according to Method C. Brown solid. Yield: 144 mg, 0.61 mmol, 73%. 1H NMR (CDCl3, 500 MHz): OH (ppm): 5.13 (s, 2H), 6.87 (dd, J=1.9, 0.9 Hz, 1H), 6.90 (t, J=1.3 Hz, 1H), 7.10 (s, 1H), 7.41 (dd, J=8.2, 2.2 Hz, 1H), 7.43 (dd, J=8.2, 1.3 Hz, 1H), 7.49 (t, J=1.6 Hz, 1H), 7.56 (brs, 1H), 8.02 (dd, J=0.7 Hz, J=1.4 Hz, 1H); 13C NMR (CDCl3, 125 MHz): 00 (ppm)=48.1, 108.5, 118.9, 120.1, 126.5, 129.5, 130.3, 135.6, 137.... The reactants are COCOC1=CC=C2C=C(C(OC2=C1)(C)C)C=O (7-(Methoxymethoxy)-2,2-dimethyl-2H-chromene-3-carbaldehyde), [C@]12(C(=O)CC(CC1)C2(C)C)CS(=O)(=O)O ((1S)-(+)-10-camphor sulfonic acid). Run in CCO (EtOH). Reaction conditions: temperature 80 celsius, time 8 hour. Product: OC1=CC=C2C=C(C(OC2=C1)(C)C)C=O (7-hydroxy-2,2-dimethyl-2H-chromene-3-carbaldehyde). Yield: 70.9%. Reaction SMILES: COC[O:4][C:5]1[CH:14]=[C:13]2[C:8]([CH:9]=[C:10]([CH:17]=[O:18])[C:11]([CH3:16])([CH3:15])[O:12]2)=[CH:7][CH:6]=1.[C@]12(CS(O)(=O)=O)C(C)(C)C(CC1)CC2=O>CCO>[OH:4][C:5]1[CH:14]=[C:13]2[C:8]([CH:9]=[C:10]([CH:17]=[O:18])[C:11]([CH3:15])([CH3:16])[O:12]2)=[CH:7][CH:6]=1. Procedure details: 7-(Methoxymethoxy)-2,2-dimethyl-2H-chromene-3-carbaldehyde (300 mg) was dissolved in EtOH (10 mL), and (1S)-(+)-10-camphor sulfonic acid (421 mg) was added thereto, followed by stirring at 80° C. overnight. To the reaction liquid was added silica gel, followed by concentration. The residue was purified by silica gel column chromatography (automatic purification device, hexane:EtOAc=90:10 to 70:30) to obtain 7-hydroxy-2,2-dimethyl-2H-chromene-3-carbaldehyde (175 mg) as a red powder. Starting materials: C(C)(=O)NC1(C=2C=CC=CC2C=2NC(C=3N(C21)C=CN3)=O)C(C)C (10-acetamido-10-isopropyl-5H,10H-imidazo[1,2-a]indeno[1,2-e]pyrazin-4-one), Cl (hydrochloric acid), C (charcoal). Run in C(C)O (ethanol), C(C)(C)OC(C)C (isopropyl ether). Conditions: temperature 20 celsius, time 1 hour. Product: Cl.NC1(C=2C=CC=CC2C=2NC(C=3N(C21)C=CN3)=O)C(C)C (10-amino-10-isopropyl-5H,10H-imidazo[1,2-a]indeno-[1,2-e]pyrazin-4-one hydrochloride). RXN SMILES: C([NH:4][C:5]1([CH:22]([CH3:24])[CH3:23])[C:17]2[N:16]3[CH:18]=[CH:19][N:20]=[C:15]3[C:14](=[O:21])[NH:13][C:12]=2[C:11]2[CH:10]=[CH:9][CH:8]=[CH:7][C:6]1=2)(=O)C.[ClH:25].C>C(O)C.C(OC(C)C)(C)C>[ClH:25].[NH2:4][C:5]1([CH:22]([CH3:24])[CH3:23])[C:17]2[N:16]3[CH:18]=[CH:19][N:20]=[C:15]3[C:14](=[O:21])[NH:13][C:12]=2[C:11]2[CH:10]=[CH:9][CH:8]=[CH:7][C:6]1=2 |f:5.6|. Reported procedure: 1.18 g of 10-acetamido-10-isopropyl-5H,10H-imidazo[1,2-a]indeno[1,2-e]pyrazin-4-one are dissolved in 25 ml of boiling 2N hydrochloric acid and the solution is stirred for 1 hours at boiling, cooled and concentrated to dryness under reduced pressure (15 mmHg; 2 kPa) at 60° C. The product obtained is dissolved in 20 ml of ethanol and, after addition of decolorizing charcoal, the solution is filtered. The filter is washed with 20 ml of ethanol and the filtrate and washing are then combined, 200 ml ... Reactants: N#CC(Cl)(Cl)Cl, ClCCl, CC(O)c1cc(C(F)(F)F)cc2cn(COCC[Si](C)(C)C)nc12, C1CCC2=NCCCN2CC1. Product: CC(OC(=N)C(Cl)(Cl)Cl)c1cc(C(F)(F)F)cc2cn(COCC[Si](C)(C)C)nc12. Reaction SMILES: [Cl:25][C:26]([C:27]#[N:28])([Cl:29])[Cl:30].[Cl:42][CH2:43][Cl:44].[F:1][C:2]([c:3]1[cH:4][c:5]2[cH:6][n:7]([CH2:15][O:16][CH2:17][CH2:18][Si:19]([CH3:20])([CH3:21])[CH3:22])[n:8][c:9]2[c:10]([CH:12]([CH3:13])[OH:14])[cH:11]1)([F:23])[F:24].[N:31]12[CH2:32][CH2:33][CH2:34][N:35]=[C:36]1[CH2:37][CH2:38][CH2:39][CH2:40][CH2:41]2>>[F:1][C:2]([c:3]1[cH:4][c:5]2[cH:6][n:7]([CH2:15][O:16][CH2:17][CH2:18][Si:19]([CH3:20])([CH3:21])[CH3:22])[n:8][c:9]2[c:10]([CH:12]([CH3:13])[O:14][C:27]([C:26]([Cl:25])([Cl:29])[Cl:30])=[NH:28])[cH:11]1)([F:23])[F:24]. Starting materials: O1COC2=C1C=CC=C2 (1,3-benzodioxole), [Sn](Cl)(Cl)(Cl)Cl (tin(IV) chloride), ClCCl (dichloromethane), Cl (HCl), COC=1C=C(C=CC1OC)CC(=O)Cl (3,4-dimethoxyphenylacetyl chloride), ClCCl (dichloromethane). Conditions: time 2 hour. Product: COC=1C=C(C=CC1OC)C(=O)CC1=CC2=C(C=C1)OCO2 (3,4-Dimethoxy-3',4'-methylenedioxydesoxybenzoin). Yield: 66.0%. Reaction SMILES: C[O:2][C:3]1[CH:4]=[C:5]([CH2:11][C:12](Cl)=[O:13])[CH:6]=[CH:7][C:8]=1[O:9][CH3:10].[O:15]1[C:19]2[CH:20]=[CH:21][CH:22]=[CH:23][C:18]=2[O:17][CH2:16]1.[Sn](Cl)(Cl)(Cl)Cl.Cl.Cl[CH2:31]Cl>>[CH3:16][O:17][C:18]1[CH:23]=[C:22]([C:12]([CH2:11][C:5]2[CH:6]=[CH:7][C:8]3[O:9][CH2:10][O:2][C:3]=3[CH:4]=2)=[O:13])[CH:21]=[CH:20][C:19]=1[O:15][CH3:31]. Procedure: A solution of 3,4-dimethoxyphenylacetyl chloride (3.25 g, 15 mmol) in 15 mL freshly distilled dry dichloromethane was added dropwise to a stirred mixture of 1,3-benzodioxole (1.83 g, 15 mmol) and tin(IV) chloride (4.6 g, 17.6 mmol) in 15 mL dichloromethane at -10° C. The mixture was then allowed to rise to room temperature and was stirred for an additional 2 h. The reaction mixture was then poured into 25 mL 6 N HCl and stirred for 16 h. The organic phase was then separated and the aqueous phase... Starting materials: CC(C)C[Al+]CC(C)C, Cc1ccccc1, Cl, CCOC(=O)c1cc(-c2ccccc2)n(S(=O)(=O)c2ccccc2)c1F, [H-], C1CCOC1. The product is O=S(=O)(c1ccccc1)n1c(-c2ccccc2)cc(CO)c1F. Reaction SMILES: [CH2:28]([Al+:29][CH2:30][CH:31]([CH3:32])[CH3:33])[CH:34]([CH3:35])[CH3:36].[CH3:43][c:44]1[cH:45][cH:46][cH:47][cH:48][cH:49]1.[ClH:37].[F:1][c:2]1[n:3]([S:18](=[O:19])(=[O:20])[c:21]2[cH:22][cH:23][cH:24][cH:25][cH:26]2)[c:4](-[c:12]2[cH:13][cH:14][cH:15][cH:16][cH:17]2)[cH:5][c:6]1[C:7](=[O:8])[O:9][CH2:10][CH3:11].[H-:27].[O:38]1[CH2:39][CH2:40][CH2:41][CH2:42]1>>[F:1][c:2]1[n:3]([S:18](=[O:19])(=[O:20])[c:21]2[cH:22][cH:23][cH:24][cH:25][cH:26]2)[c:4](-[c:12]2[cH:13][cH:14][cH:15][cH:16][cH:17]2)[cH:5][c:6]1[CH2:7][OH:8]. The reactants are CCOCC, Cl, CC(C)(C)OC(=O)N1CCC(n2c(=O)[nH]c3ncccc32)CC1. Product: O=c1[nH]c2ncccc2n1C1CCNCC1. Reaction SMILES: [CH3:25][CH2:26][O:27][CH2:28][CH3:29].[ClH:24].[O:1]=[c:2]1[n:3]([CH:11]2[CH2:12][CH2:13][N:14]([C:17]([O:18][C:19]([CH3:20])([CH3:21])[CH3:22])=[O:23])[CH2:15][CH2:16]2)[c:4]2[c:5]([n:6][cH:7][cH:8][cH:9]2)[nH:10]1>>[O:1]=[c:2]1[n:3]([CH:11]2[CH2:12][CH2:13][NH:14][CH2:15][CH2:16]2)[c:4]2[c:5]([n:6][cH:7][cH:8][cH:9]2)[nH:10]1. Starting materials: NS(=O)(=O)c1ccc(Cl)cc1, CNc1nc(Cl)cc(Cl)n1, [K]. Reaction SMILES: [Cl:12][c:13]1[cH:14][cH:15][c:16]([S:19](=[O:20])(=[O:21])[NH2:22])[cH:17][cH:18]1.[Cl:1][c:2]1[n:3][c:4]([NH:9][CH3:10])[n:5][c:6]([Cl:8])[cH:7]1.[K:11]>>[c:2]1([NH:22][S:19]([c:16]2[cH:15][cH:14][c:13]([Cl:12])[cH:18][cH:17]2)(=[O:20])=[O:21])[n:3][c:4]([NH:9][CH3:10])[n:5][c:6]([Cl:8])[cH:7]1. The product is CNc1nc(Cl)cc(NS(=O)(=O)c2ccc(Cl)cc2)n1. The reactants are Fc1cc(Br)ccc1I, CCCCCC1CCC(c2ccc(B(O)O)cc2)CC1, CCO, [Na+], [Na+], O=C([O-])[O-], O, c1ccccc1, c1ccc(P(c2ccccc2)(c2ccccc2)[Pd](P(c2ccccc2)(c2ccccc2)c2ccccc2)(P(c2ccccc2)(c2ccccc2)c2ccccc2)P(c2ccccc2)(c2ccccc2)c2ccccc2)cc1. The product is CCCCCC1CCC(c2ccc(-c3ccc(Br)cc3F)cc2)CC1. Reaction SMILES: [Br:24][c:25]1[cH:26][c:27]([F:32])[c:28]([I:31])[cH:29][cH:30]1.[CH2:4]([CH2:5][CH2:6][CH2:7][CH3:8])[CH:9]1[CH2:10][CH2:11][CH:12]([c:15]2[cH:16][cH:17][c:18]([B:21]([OH:22])[OH:23])[cH:19][cH:20]2)[CH2:13][CH2:14]1.[CH3:1][CH2:2][OH:3].[Na+:33].[Na+:34].[O-:35][C:36](=[O:37])[O-:38].[OH2:116].[cH:117]1[cH:118][cH:119][cH:120][cH:121][cH:122]1.[cH:39]1[cH:40][cH:41][c:42]([P:43]([Pd:44]([P:45]([c:46]2[cH:47][cH:48][cH:49][cH:50][cH:51]2)([c:52]2[cH:53][cH:54][cH:55][cH:56][cH:57]2)[c:58]2[cH:59][cH:60][cH:61][cH:62][cH:63]2)([P:64]([c:65]2[cH:66][cH:67][cH:68][cH:69][cH:70]2)([c:71]2[cH:72][cH:73][cH:74][cH:75][cH:76]2)[c:77]2[cH:78][cH:79][cH:80][cH:81][cH:82]2)[P:83]([c:84]2[cH:85][cH:86][cH:87][cH:88][cH:89]2)([c:90]2[cH:91][cH:92][cH:93][cH:94][cH:95]2)[c:96]2[cH:97][cH:98][cH:99][cH:100][cH:101]2)([c:102]2[cH:103][cH:104][cH:105][cH:106][cH:107]2)[c:108]2[cH:109][cH:110][cH:111][cH:112][cH:113]2)[cH:114][cH:115]1>>[CH2:4]([CH2:5][CH2:6][CH2:7][CH3:8])[CH:9]1[CH2:10][CH2:11][CH:12]([c:15]2[cH:16][cH:17][c:18](-[c:28]3[c:27]([F:32])[cH:26][c:25]([Br:24])[cH:30][cH:29]3)[cH:19][cH:20]2)[CH2:13][CH2:14]1.